Dataset: the Open Reaction Database (ORD), a public repository of structured organic reaction records. Task: describe an organic reaction: reactants, conditions, products, and yield Reactants: N1=C(C=NC=C1)C#CC12CC3(CC(CC(C1)C3)C2)NC(OC(C)(C)C)=O (tert-butyl 3-(pyrazin-2-ylethynyl)-1-adamantylcarbamate), C(=O)(C(F)(F)F)O (TFA). Solvent: C(Cl)Cl (DCM). Yields the product N1=C(C=NC=C1)C#CC12CC3(CC(CC(C1)C3)C2)N (3-(Pyrazin-2-ylethynyl)-1-adamantylamine). Yield: 0.1%. As a reaction SMILES: [N:1]1[CH:6]=[CH:5][N:4]=[CH:3][C:2]=1[C:7]#[C:8][C:9]12[CH2:18][CH:13]3[CH2:14][CH:15]([CH2:17][C:11]([NH:19]C(=O)OC(C)(C)C)([CH2:12]3)[CH2:10]1)[CH2:16]2.C(O)(C(F)(F)F)=O>C(Cl)Cl>[N:1]1[CH:6]=[CH:5][N:4]=[CH:3][C:2]=1[C:7]#[C:8][C:9]12[CH2:18][CH:13]3[CH2:14][CH:15]([CH2:17][C:11]([NH2:19])([CH2:12]3)[CH2:10]1)[CH2:16]2. Reported procedure: To a stirred solution of tert-butyl 3-(pyrazin-2-ylethynyl)-1-adamantylcarbamate (108 mg, 0.31 mol) in DCM (3 mL) was added TFA (0.5 mL). After stirring at room temperature for an hour, the reaction was concentrated under reduced pressure. The resulting residue was diluted with DCM (25 mL), washed with Sat. NaHCO3 and brine, dried over Na2SO4 and concentrated under reduced pressure to yield 60 mg (78%) of the title compound, 3-(pyrazin-2-ylethynyl)-1-adamantylamine, as a white solid. ESI-MS m/z:... Solvent: O (water). The product is ClC1=CC=C(S1)C(=O)OCC1CCCCC1 (cyclohexylmethyl 5-chlorothiophene-2-carboxylate). RXN SMILES: [Cl:1][C:2]1[S:6][C:5]([C:7]([OH:9])=[O:8])=[CH:4][CH:3]=1.[CH:10]1([CH2:16]Br)[CH2:15][CH2:14][CH2:13][CH2:12][CH2:11]1.C(=O)([O-])[O-].[K+].[K+]>O>[Cl:1][C:2]1[S:6][C:5]([C:7]([O:9][CH2:16][CH:10]2[CH2:15][CH2:14][CH2:13][CH2:12][CH2:11]2)=[O:8])=[CH:4][CH:3]=1 |f:2.3.4|. The reactants are ClC1=CC=C(S1)C(=O)O (5-chlorothiophene-2-carboxylic acid), C1(CCCCC1)CBr (cyclohexylmethyl bromide), C([O-])([O-])=O.[K+].[K+] (potassium carbonate). Reported procedure: A mixture of 5-chlorothiophene-2-carboxylic acid (3.01 g, 19.0 mmol), cyclohexylmethyl bromide (3.51 g, 19.8 mmol) and potassium carbonate (2.81 g, 20.33 mmol) was stirred under Ar at +85° C. for 3 days and cooled to room temperature. Reaction mixture was diluted with water and extracted with hexanes three times. Combined organic layers were dried over anhydrous MgSO4 and concentrated under reduced pressure. Purification by flash chromatography (2%-15% EtOAc—hexanes gradient) gave cyclohexylmeth... Conditions: time 3 day. Reactants: [H][H] (hydrogen), [N+](=O)([O-])C1=C(C=CC(=C1)NC(C)=O)OC (2-nitro-4-acetamidoanisole), [H][H] (hydrogen), C(CC(=O)C)(=O)OCC (ethyl acetoacetate), C1(=CC=C(C=C1)S(=O)(=O)O)C (p-toluenesulfonic acid). Reagents/catalysts: [Pt] (Pt/C). The solvent is C(C)(C)O (isopropyl alcohol). The product is COC1=C(NC(CC(=O)OCC)C)C=C(C=C1)NC(C)=O (ethyl 3-(2'-methoxy-5-acetamidoanilino)butyrate). The yield is 98.0%. RXN SMILES: [N+:1]([C:4]1[CH:9]=[C:8]([NH:10][C:11](=[O:13])[CH3:12])[CH:7]=[CH:6][C:5]=1[O:14][CH3:15])([O-])=O.[C:16]([O:22][CH2:23][CH3:24])(=[O:21])[CH2:17][C:18]([CH3:20])=O.C1(C)C=CC(S(O)(=O)=O)=CC=1.[H][H]>[Pt].C(O)(C)C>[CH3:15][O:14][C:5]1[CH:6]=[CH:7][C:8]([NH:10][C:11](=[O:13])[CH3:12])=[CH:9][C:4]=1[NH:1][CH:18]([CH3:20])[CH2:17][C:16]([O:22][CH2:23][CH3:24])=[O:21]. Procedure details: A mixture of 105.0 g. (0.5 mole) of 2-nitro-4-acetamidoanisole, 67.0 g. (0.5 mole) of ethyl acetoacetate, 550 ml. of isopropyl alcohol, 10.0 g. of 5% Pt/C, and 3.0 g. of p-toluenesulfonic acid is treated in an autoclave at 165° C. and 1,000 psi of hydrogen until the uptake of hydrogen ceases. The solvent and catalysts are removed. Upon standing, 143.8 g. (98%) of ethyl 3-(2'-methoxy-5-acetamidoanilino)butyrate is obtained. NMR analysis of the product supports the proposed structure. Reactants: NC1=C(C(=CC=C1)C(C)C)O (2-Amino-6-isopropylphenol), ClCC(=O)Cl (2-chloroacetyl chloride), C(=O)([O-])[O-].[K+].[K+] (K2CO3). Yields the product C(C)(C)C1=CC=CC=2NC(COC21)=O (8-Isopropyl-4H-benzo[1,4]oxazin-3-one). Reaction SMILES: [NH2:1][C:2]1[CH:7]=[CH:6][CH:5]=[C:4]([CH:8]([CH3:10])[CH3:9])[C:3]=1[OH:11].Cl[CH2:13][C:14](Cl)=[O:15].C([O-])([O-])=O.[K+].[K+]>>[CH:8]([C:4]1[C:3]2[O:11][CH2:13][C:14](=[O:15])[NH:1][C:2]=2[CH:7]=[CH:6][CH:5]=1)([CH3:9])[CH3:10] |f:2.3.4|. Reported procedure: Crude 2-Amino-6-isopropylphenol (95MF80(2240) (0.16 g, 1.1 mmol), 2-chloroacetyl chloride (0.14 g, 1.2 mmol) and K2CO3 (0.32 g, 2.3 mmol) were mixed according to GP1 to give the title compound as a crude (95MF83) (0.115 g). Starting materials: C(C)(=O)OC=1C=C(\C=C\2/CCCC=3C=C(C=NC23)C)C=CC1OC(C)=O (E-8-(3,4-Diacetoxybenzylidene)-5,6,7,8-tetrahydro-3-methylquinoline), Cl (HCl). The product is OC=1C=C(\C=C\2/CCCC=3C=C(C=NC23)C)C=CC1O (E-5,6,7,8-tetrahydro-8-(3,4-dihydroxybenzylidene)-3-methylquinoline), Cl (hydrochloride). RXN SMILES: C([O:4][C:5]1[CH:6]=[C:7]([CH:20]=[CH:21][C:22]=1[O:23]C(=O)C)/[CH:8]=[C:9]1\[CH2:10][CH2:11][CH2:12][C:13]2[CH:14]=[C:15]([CH3:19])[CH:16]=[N:17][C:18]\1=2)(=O)C.[ClH:27]>>[OH:4][C:5]1[CH:6]=[C:7]([CH:20]=[CH:21][C:22]=1[OH:23])/[CH:8]=[C:9]1\[CH2:10][CH2:11][CH2:12][C:13]2[CH:14]=[C:15]([CH3:19])[CH:16]=[N:17][C:18]\1=2.[ClH:27]. Reported procedure: A solution of E-8-(3,4-diacetoxybenzylidene)-5,6,7,8-tetrahydro-3-methylquinoline (prepared according to Example 5) (3 g) in 2N HCl (50 ml) was heated at 80° for 11/2 hours. The precipitated crystals were removed by filtration and dried to give the title compound as the hydrochloride, quarterhydrate (2.6 g) m.p. 265° C. decomp. The reactants are Clc1ccccc1, NCc1ccccc1. Yields the product c1ccc(CNc2ccccc2)cc1. RXN SMILES: [Cl:1][c:2]1[cH:3][cH:4][cH:5][cH:6][cH:7]1.[NH2:8][CH2:9][c:10]1[cH:11][cH:12][cH:13][cH:14][cH:15]1>>[c:2]1([NH:8][CH2:9][c:10]2[cH:11][cH:12][cH:13][cH:14][cH:15]2)[cH:3][cH:4][cH:5][cH:6][cH:7]1.